Dataset: the Open Reaction Database (ORD), a public repository of structured organic reaction records. Task: describe an organic reaction: reactants, conditions, products, and yield The reactants are ClC1=NC2=CC(=CC(=C2C(=C1C)Cl)F)F (2,4-dichloro-5,7-difluoro-3-methylquinoline), C1(=CC=CC=C1)C1=CC(=NC=C1)[Sn](CCCC)(CCCC)CCCC (4-phenyl-2-(tributylstannyl)pyridine), palladium tetrakistriphenylphosphine. The solvent is C1(=CC=CC=C1)C (toluene). Product: ClC1=C(C(=NC2=CC(=CC(=C12)F)F)C1=NC=CC(=C1)C1=CC=CC=C1)C (4-chloro-5,7-difluoro-3-methyl-2-(4-phenylpyridin-2-yl)quinoline). As a reaction SMILES: Cl[C:2]1[C:11]([CH3:12])=[C:10]([Cl:13])[C:9]2[C:4](=[CH:5][C:6]([F:15])=[CH:7][C:8]=2[F:14])[N:3]=1.[C:16]1([C:22]2[CH:27]=[CH:26][N:25]=[C:24]([Sn](CCCC)(CCCC)CCCC)[CH:23]=2)[CH:21]=[CH:20][CH:19]=[CH:18][CH:17]=1>C1(C)C=CC=CC=1>[Cl:13][C:10]1[C:9]2[C:4](=[CH:5][C:6]([F:15])=[CH:7][C:8]=2[F:14])[N:3]=[C:2]([C:24]2[CH:23]=[C:22]([C:16]3[CH:21]=[CH:20][CH:19]=[CH:18][CH:17]=3)[CH:27]=[CH:26][N:25]=2)[C:11]=1[CH3:12]. Procedure details: The Stille coupled product was prepared according to Procedure E using 2,4-dichloro-5,7-difluoro-3-methylquinoline (0.3 g, 1.21 mmol), 4-phenyl-2-(tributylstannyl)pyridine (0.591 g, 1.33 mmol), palladium tetrakistriphenylphosphine (0.140 g, 0.12 mmol) in toluene (2 mL) to give 4-chloro-5,7-difluoro-3-methyl-2-(4-phenylpyridin-2-yl)quinoline as a yellow solid. Mass Spectrum (ESI) m/e=367.0 (M+1). The reactants are Cl[C@@H]1[C@H](C[C@@H]2CC[C@H]3[C@@H]4C[C@@H]([C@@H]([C@@]4(C)CC[C@@H]3[C@]2(C1)C)O)N1CCCCC1)O (2β-chloro-3α-,17β-dihydroxy-16β-piperidino-5α-androstane), CN1CCNCC1 (N-methyl-piperazine). The product is CN1CCN(CC1)[C@@H]1[C@H](C[C@@H]2CC[C@H]3[C@@H]4C[C@@H]([C@@H]([C@@]4(C)CC[C@@H]3[C@]2(C1)C)O)N1CCCCC1)O (2β-N-methyl-piperazino-16β-piperidino-3α,17β-dihydroxy-5α-androstane). Reaction SMILES: Cl[C@H:2]1[CH2:19][C@@:18]2([CH3:20])[C@@H:5]([CH2:6][CH2:7][C@@H:8]3[C@@H:17]2[CH2:16][CH2:15][C@@:13]2([CH3:14])[C@H:9]3[CH2:10][C@H:11]([N:22]3[CH2:27][CH2:26][CH2:25][CH2:24][CH2:23]3)[C@@H:12]2[OH:21])[CH2:4][C@@H:3]1[OH:28].[CH3:29][N:30]1[CH2:35][CH2:34][NH:33][CH2:32][CH2:31]1>>[CH3:29][N:30]1[CH2:35][CH2:34][N:33]([C@H:2]2[CH2:19][C@@:18]3([CH3:20])[C@@H:5]([CH2:6][CH2:7][C@@H:8]4[C@@H:17]3[CH2:16][CH2:15][C@@:13]3([CH3:14])[C@H:9]4[CH2:10][C@H:11]([N:22]4[CH2:27][CH2:26][CH2:25][CH2:24][CH2:23]4)[C@@H:12]3[OH:21])[CH2:4][C@@H:3]2[OH:28])[CH2:32][CH2:31]1. Procedure: The compound was prepared according to Example 5 from 2β-chloro-3α-,17β-dihydroxy-16β-piperidino-5α-androstane and from N-methyl-piperazine. The reactants are O (Water), C(C=C)Br (Allyl bromide), C(C)(C)(C)C1=C(C=CC=C1)O (2-t-butylphenol), C([O-])([O-])=O.[K+].[K+] (potassium carbonate), subtitled intermediate. Run in CC(=O)C (acetone). Conditions: temperature 35 celsius. Product: CC(C)(C)C1=C(OC=CC)C=CC=C1 (2-(1,1-dimethylethyl)phenoxypropene). Reaction SMILES: [CH2:1](Br)[CH:2]=[CH2:3].[C:5]([C:9]1[CH:14]=[CH:13][CH:12]=[CH:11][C:10]=1[OH:15])([CH3:8])([CH3:7])[CH3:6].C(=O)([O-])[O-].[K+].[K+].O>CC(C)=O>[CH3:7][C:5]([C:9]1[CH:14]=[CH:13][CH:12]=[CH:11][C:10]=1[O:15][CH:1]=[CH:2][CH3:3])([CH3:8])[CH3:6] |f:2.3.4|. Procedure: Allyl bromide (69.2 ml), 2-t-butylphenol (122.9 ml) and potassium carbonate (121.6 g) were stirred in 265 ml of acetone at reflux temperature for 50 hours and then cooled to 35° C. Water (600 ml) was added and the resulting layers were separated. The aqueous layer was extracted with 600 ml of diethyl ether. The organic layer was combined with the aqueous layer's ether extract and the resulting solution was dried over sodium sulfate overnight. After sodium sulfate removal, the solvent was evapora... The reactants are CC(C)(C)OC(=O)NC1CC(C(=O)O)=CCC1c1cc(F)c(F)cc1F, C1CCOC1, CCN=C=NCCCN(C)C, CCN(C(C)C)C(C)C, Cl, FC(F)(F)c1cn2c(n1)CNCC2, CN(C)C=O, On1nnc2ccccc21. Yields the product CC(C)(C)OC(=O)NC1CC(C(=O)N2CCn3cc(C(F)(F)F)nc3C2)=CCC1c1cc(F)c(F)cc1F. Reaction SMILES: [C:1]([CH3:2])([CH3:3])([CH3:4])[O:5][C:6](=[O:7])[NH:8][CH:9]1[CH:10]([c:18]2[c:19]([F:26])[cH:20][c:21]([F:25])[c:22]([F:24])[cH:23]2)[CH2:11][CH:12]=[C:13]([C:15](=[O:16])[OH:17])[CH2:14]1.[CH2:71]1[O:72][CH2:73][CH2:74][CH2:75]1.[CH3:27][CH2:28][N:29]=[C:30]=[N:31][CH2:32][CH2:33][CH2:34][N:35]([CH3:36])[CH3:37].[CH:48]([N:49]([CH:50]([CH3:51])[CH3:52])[CH2:53][CH3:54])([CH3:55])[CH3:56].[ClH:70].[F:57][C:58]([c:59]1[n:60][c:61]2[n:62]([cH:67]1)[CH2:63][CH2:64][NH:65][CH2:66]2)([F:68])[F:69].[O:76]=[CH:77][N:78]([CH3:79])[CH3:80].[OH:38][n:39]1[c:40]2[c:41]([cH:42][cH:43][cH:44][cH:45]2)[n:46][n:47]1>>[C:1]([CH3:2])([CH3:3])([CH3:4])[O:5][C:6](=[O:7])[NH:8][CH:9]1[CH:10]([c:18]2[c:19]([F:26])[cH:20][c:21]([F:25])[c:22]([F:24])[cH:23]2)[CH2:11][CH:12]=[C:13]([C:15](=[O:16])[N:65]2[CH2:64][CH2:63][n:62]3[c:61]([n:60][c:59]([C:58]([F:57])([F:68])[F:69])[cH:67]3)[CH2:66]2)[CH2:14]1.